Dataset: the Open Reaction Database (ORD), a public repository of structured organic reaction records. Task: describe an organic reaction: reactants, conditions, products, and yield As a reaction SMILES: [CH2:1]([Li:2])[CH2:3][CH2:4][CH3:5].[CH2:41]1[O:42][CH2:43][CH2:44][CH2:45]1.[CH3:13][CH:14]([C:15](=[O:16])[O:17][CH3:18])[CH2:19][c:20]1[cH:21][cH:22][cH:23][cH:24][cH:25]1.[CH3:26][I:27].[CH3:28][N:29]([CH3:30])[P:31]([N:32]([CH3:33])[CH3:34])([N:35]([CH3:36])[CH3:37])=[O:38].[CH:6]([NH:7][CH:8]([CH3:9])[CH3:10])([CH3:11])[CH3:12].[Cl-:39].[NH4+:40]>>[CH3:1][C:14]([CH3:13])([C:15](=[O:16])[O:17][CH3:18])[CH2:19][c:20]1[cH:21][cH:22][cH:23][cH:24][cH:25]1. Yields the product COC(=O)C(C)(C)Cc1ccccc1. The reactants are [Li]CCCC, C1CCOC1, COC(=O)C(C)Cc1ccccc1, CI, CN(C)P(=O)(N(C)C)N(C)C, CC(C)NC(C)C, [Cl-], [NH4+]. Starting materials: NC1=CC=CC=C1 (aniline), N1=C(Cl)N=C(Cl)N=C1Cl (cyanuric chloride), C([O-])(O)=O.[Na+] (sodium bicarbonate). The solvent is CC(=O)C (acetone), CC(=O)C (acetone), ice. The product is ClC1=NC(=NC(=N1)Cl)NC1=CC=CC=C1 (2,4-dichloro-6-phenylamino-1,3,5-triazine). Isolated yield 94.2%. As a reaction SMILES: [N:1]1[C:8]([Cl:9])=[N:7][C:5](Cl)=[N:4][C:2]=1[Cl:3].[NH2:10][C:11]1[CH:16]=[CH:15][CH:14]=[CH:13][CH:12]=1.C(=O)(O)[O-].[Na+]>CC(C)=O>[Cl:9][C:8]1[N:1]=[C:2]([Cl:3])[N:4]=[C:5]([NH:10][C:11]2[CH:16]=[CH:15][CH:14]=[CH:13][CH:12]=2)[N:7]=1 |f:2.3|. Reported procedure: To a suspension of cyanuric chloride (20 g, 108 mmol) in acetone (120 mL) and ice (50 mL) at 0° C. was added dropwise a solution of aniline (10 g, 107 mmol) in acetone (45 mL). At the end of the addition, the pH of the solution was adjusted from 1 to 7 with 5% aqueous sodium bicarbonate (150 mL). The precipitate was filtered, washed several times with water and dried in vacuo. This gave 2,4-dichloro-6-phenylamino-1,3,5-triazine as an off-white solid (24.3 g, 93% yield). The product was used in t... Starting materials: BrC1=CC=C(C=C1)F (4-Bromofluorobenzene), C([O-])([O-])=O.[K+].[K+] (potassium carbonate), N1=CC=CC2=CC=CC(=C12)O (8-quinolinol), copper chloride(I), OC=1C=C(CO)C=CC1 (3-Hydroxybenzyl alcohol). Run in CN1C(N(CC1)C)=O (1,3-dimethyl-2-imidazolidinone), O (water). Run at temperature 150 celsius, time 2 day. The product is FC1=CC=C(OC=2C=C(C=CC2)CO)C=C1 ([3-(4-Fluorophenoxy)phenyl]methanol). The yield is 0.0%. Reaction SMILES: [OH:1][C:2]1[CH:3]=[C:4]([CH:7]=[CH:8][CH:9]=1)[CH2:5][OH:6].Br[C:11]1[CH:16]=[CH:15][C:14]([F:17])=[CH:13][CH:12]=1.C(=O)([O-])[O-].[K+].[K+].N1C2C(=CC=CC=2O)C=CC=1>CN1CCN(C)C1=O.O>[F:17][C:14]1[CH:15]=[CH:16][C:11]([O:1][C:2]2[CH:3]=[C:4]([CH2:5][OH:6])[CH:7]=[CH:8][CH:9]=2)=[CH:12][CH:13]=1 |f:2.3.4|. Procedure details: 3-Hydroxybenzyl alcohol (3.0 g, 24.6 mmol) was dissolved in 1,3-dimethyl-2-imidazolidinone (50 mL). 4-Bromofluorobenzene (6.5 g, 36.9 mmol), potassium carbonate (2.0 g, 14.8 mmol), 8-quinolinol (71 mg, 0.5 mmol), and copper chloride(I) (49 mg, 0.5 mmol) were added thereto, and then the mixture was stirred at 150° C. for 2 days. To the reaction solution was added water, and the reaction mixture was extracted with ethyl acetate. The extract was dried, and then concentrated under reduced pressure. ... Starting materials: Cl.N1=C(C=CC=C1)CC(=O)O (2-pyridylacetic acid hydrochloride), Cl.COC([C@@H](NC([C@@H](N)C)=O)CC1=CC=CC=C1)=O (N-(L-alaninyl)-L-phenylalanine methyl ester hydrochloride), C(=O)(OC(C)(C)C)N[C@@H](C)C(=O)O (N-BOC-L-alanine), Cl.COC([C@@H](N)CC1=CC=CC=C1)=O (L-phenylalanine methyl ester hydrochloride). Solvent: CO.C(Cl)(Cl)Cl (MeOH CHCl3). Yields the product COC([C@@H](NC([C@@H](NC(CC1=NC=CC=C1)=O)C)=O)CC1=CC=CC=C1)=O (N-[N-(2-Pyridylacetyl)-L-alaninyl]-L-phenylalanine Methyl Ester). As a reaction SMILES: Cl.[N:2]1[CH:7]=[CH:6][CH:5]=[CH:4][C:3]=1[CH2:8][C:9]([OH:11])=O.Cl.[CH3:13][O:14][C:15](=[O:30])[C@H:16]([CH2:23][C:24]1[CH:29]=[CH:28][CH:27]=[CH:26][CH:25]=1)[NH:17][C:18](=[O:22])[C@H:19]([CH3:21])[NH2:20].C(N[C@H](C(O)=O)C)(OC(C)(C)C)=O.Cl.COC(=O)[C@H](CC1C=CC=CC=1)N>CO.C(Cl)(Cl)Cl>[CH3:13][O:14][C:15](=[O:30])[C@H:16]([CH2:23][C:24]1[CH:29]=[CH:28][CH:27]=[CH:26][CH:25]=1)[NH:17][C:18](=[O:22])[C@H:19]([CH3:21])[NH:20][C:9](=[O:11])[CH2:8][C:3]1[CH:4]=[CH:5][CH:6]=[CH:7][N:2]=1 |f:0.1,2.3,5.6,7.8|. Procedure: Following General Procedure C and using 2-pyridylacetic acid hydrochloride (Aldrich) and N-(L-alaninyl)-L-phenylalanine methyl ester hydrochloride (prepared from N-BOC-L-alanine (Sigma) and L-phenylalanine methyl ester hydrochloride (Sigma) using General Procedure C, followed by removal of the BOC-group using General Procedure P), the title compound was prepared as a solid (mp=137-139° C.). The reaction was monitored by tlc (Rf=0.4 in 8% MeOH/CHCl3) and the product was purified by silica gel chr... RXN SMILES: [NH2:1][C:2]1[S:3][CH:4]=[C:5]([CH2:7][C:8]([O:10][CH2:11][CH3:12])=[O:9])[N:6]=1.[C:13](O)(=[O:15])[CH3:14]>C(OC(=O)C)(=O)C>[C:13]([NH:1][C:2]1[S:3][CH:4]=[C:5]([CH2:7][C:8]([O:10][CH2:11][CH3:12])=[O:9])[N:6]=1)(=[O:15])[CH3:14]. The product is C(C)(=O)NC=1SC=C(N1)CC(=O)OCC (Ethyl 2-acetylamino-4-thiazoleacetate). The solvent is C(C)(=O)OC(C)=O (acetic anhydride). Isolated yield 91.0%. Reactants: NC=1SC=C(N1)CC(=O)OCC (Ethyl 2-amino-4-thiazoleacetate), C(C)(=O)O (acetic acid). Procedure: Ethyl 2-amino-4-thiazoleacetate (3.72 g 20 mmole) was taken up in acetic acid (4 mL) and acetic anhydride (4 mL), and the resulting suspension was heated at reflux for 3 hr. Concentration and flash chromatography on silica gel (5% MeOH/CH2H2) gave the title compound (4.1 g, 91%) as a white solid: MS (ES) m/e 229 (M+H)+.